From a dataset of the Open Reaction Database (ORD), a public repository of structured organic reaction records. describe an organic reaction: reactants, conditions, products, and yield The reactants are C(C)(=O)OC1=C(C(C=CC2=CC=C(C=C2)OCOC)=O)C(=CC(=C1CC=C(C)C)OCOC)OCOC (2'-acetoxy4,4',6'-tris(methoxymethoxy)-3'-(3-methyl-2-butenyl)chalcone), Cl.CO (hydrochloric acid methanol), C(O)([O-])=O.[Na+] (sodium hydrogen-carbonate). Product: C(C)(=O)OC1=C(C(C=CC2=CC=C(C=C2)O)=O)C(=CC(=C1C=CC(C)C)O)O (2'-acetoxy-4,4',6'-trihydroxy-3'-(3-methyl-butenyl)chalcone). Isolated yield 54.4%. Reaction SMILES: [C:1]([O:4][C:5]1[C:24]([CH2:25][CH:26]=[C:27]([CH3:29])[CH3:28])=[C:23]([O:30]COC)[CH:22]=[C:21]([O:34]COC)[C:6]=1[C:7](=[O:20])[CH:8]=[CH:9][C:10]1[CH:15]=[CH:14][C:13]([O:16]COC)=[CH:12][CH:11]=1)(=[O:3])[CH3:2].Cl.CO.C(=O)([O-])O.[Na+]>>[C:1]([O:4][C:5]1[C:24]([CH:25]=[CH:26][CH:27]([CH3:28])[CH3:29])=[C:23]([OH:30])[CH:22]=[C:21]([OH:34])[C:6]=1[C:7](=[O:20])[CH:8]=[CH:9][C:10]1[CH:11]=[CH:12][C:13]([OH:16])=[CH:14][CH:15]=1)(=[O:3])[CH3:2] |f:1.2,3.4|. Procedure details: Then, a liquid mixture of 4.95 g of 2'-acetoxy4,4',6'-tris(methoxymethoxy)-3'-(3-methyl-2-butenyl)chalcone and 8 ml of a hydrochloric acid/methanol reagent was heated and refluxed for 10 minutes, and the temperature of the reaction mixture was lowered to room temperature and the reaction mixture was neutralized with an aqueous solution of sodium hydrogen-carbonate and extracted with 1 l of ethyl acetate. The ethyl layer was washed with water, shaken with a saturated aqueous solution of sodium ch... Starting materials: intermediate 52, methyl ester, COC([C@@H](NC(=O)OC(C)(C)C)CC1=CC=C(C=C1)O)=O (N-(Boc)-L-Tyrosine methyl ester), C(C)C1=C(N=C(S1)C1=CC=CC=C1)CCO (2-[5-ethyl-2-phenyl-1,3-thiazol-4-yl]ethanol), protected intermediate, intermediate 57. The product is N[C@H](C(=O)O)CC1=CC=C(C=C1)OCCC=1N=C(SC1CC)C1=CC=CC=C1 ((2S)-2-amino-3-{4-[2-(5-ethyl-2-phenyl-1,3-thiazol-4-yl)ethoxy]phenyl}propanoic acid). The yield is 94.0%. RXN SMILES: C[O:2][C:3](=[O:21])[C@H:4]([CH2:13][C:14]1[CH:19]=[CH:18][C:17]([OH:20])=[CH:16][CH:15]=1)[NH:5]C(OC(C)(C)C)=O.[CH2:22]([C:24]1[S:28][C:27]([C:29]2[CH:34]=[CH:33][CH:32]=[CH:31][CH:30]=2)=[N:26][C:25]=1[CH2:35][CH2:36]O)[CH3:23]>>[NH2:5][C@@H:4]([CH2:13][C:14]1[CH:15]=[CH:16][C:17]([O:20][CH2:36][CH2:35][C:25]2[N:26]=[C:27]([C:29]3[CH:34]=[CH:33][CH:32]=[CH:31][CH:30]=3)[S:28][C:24]=2[CH2:22][CH3:23])=[CH:18][CH:19]=1)[C:3]([OH:2])=[O:21]. Reported procedure: Intermediate 57 was prepared as described above for the preparation of intermediate 52. From 575 mg of N-(Boc)-L-Tyrosine methyl ester and 500 mg of Intermediate 9B was prepared 940 mg of BOC-protected intermediate methyl ester (94% yield; 1H NMR (DMSO-d6, 300 MHz) δ7.93 (m, 2H), 7.47-7.41 (m, 3H), 7.04 (d, 2H, J=8.4), 6.86 (d, 2H, J=8.6), 4.96 (d, 1H, J=4.56 (m, 1H), 4.34 (t, 2H, J=6.8), 3.73 (s, 3H), 3.23 (t, 2H, J=6.9), 3.04 (m, 2H), 2.90 (q, 2H, J=7.5), 1.44 (s, 9H), 1.37 (t, 3H, J=7.5)); Fr... Starting materials: NC1=C(C=O)C=C(C=N1)C1=CC=C(C=C1)F (2-amino-5-(4-fluorophenyl)nicotinaldehyde), FC1=CC(=C(C=C1)N)N (4-fluoro-o-phenylenediamine). Yields the product FC=1C=CC2=C(NC(=N2)C=2C(=NC=C(C2)C2=CC=C(C=C2)F)N)C1 (3-(6-fluoro-1H-benzimidazol-2-yl)-5-(4-fluorophenyl)-pyridin-2-amine). Reaction SMILES: [NH2:1][C:2]1[N:9]=[CH:8][C:7]([C:10]2[CH:15]=[CH:14][C:13]([F:16])=[CH:12][CH:11]=2)=[CH:6][C:3]=1[CH:4]=O.[F:17][C:18]1[CH:23]=[CH:22][C:21]([NH2:24])=[C:20]([NH2:25])[CH:19]=1>>[F:17][C:18]1[CH:23]=[CH:22][C:21]2[N:24]=[C:4]([C:3]3[C:2]([NH2:1])=[N:9][CH:8]=[C:7]([C:10]4[CH:15]=[CH:14][C:13]([F:16])=[CH:12][CH:11]=4)[CH:6]=3)[NH:25][C:20]=2[CH:19]=1. Procedure details: Using the procedure of step (b) in Example 15, utilizing 2-amino-5-(4-fluorophenyl)nicotinaldehyde and 4-fluoro-o-phenylenediamine gave 3-(6-fluoro-1H-benzimidazol-2-yl)-5-(4-fluorophenyl)-pyridin-2-amine. The reactants are N1CCNCC1 (piperazine), BrC1=C(C=CC(=C1)OC)OC (1-bromo-2,5-dimethoxybenzene), CC1(C2=CC=CC(=C2OC=2C(=CC=CC12)P(C1=CC=CC=C1)C1=CC=CC=C1)P(C1=CC=CC=C1)C1=CC=CC=C1)C (9,9-dimethyl-4,5-bis(diphenylphosphino)xanthene), C([O-])([O-])=O.[Cs+].[Cs+] (cesium carbonate). Reagents/catalysts: C(C)(=O)[O-].[Pd+2].C(C)(=O)[O-] (palladium(II) acetate). The solvent is O1CCOCC1 (1,4-dioxane). Reaction conditions: temperature 100 celsius, time 24 hour. Yields the product COC1=C(C=C(C=C1)OC)N1CCNCC1 (1-(2,5-dimethoxyphenyl)piperazine). The yield is 48.8%. RXN SMILES: [NH:1]1[CH2:6][CH2:5][NH:4][CH2:3][CH2:2]1.Br[C:8]1[CH:13]=[C:12]([O:14][CH3:15])[CH:11]=[CH:10][C:9]=1[O:16][CH3:17].CC1(C)C2C=CC=C(P(C3C=CC=CC=3)C3C=CC=CC=3)C=2OC2C1=CC=CC=2P(C1C=CC=CC=1)C1C=CC=CC=1.C(=O)([O-])[O-].[Cs+].[Cs+]>O1CCOCC1.C([O-])(=O)C.[Pd+2].C([O-])(=O)C>[CH3:15][O:14][C:12]1[CH:13]=[CH:8][C:9]([O:16][CH3:17])=[CH:10][C:11]=1[N:1]1[CH2:6][CH2:5][NH:4][CH2:3][CH2:2]1 |f:3.4.5,7.8.9|. Procedure details: 1.98 g of piperazine, 1.0 g of 1-bromo-2,5-dimethoxybenzene, 800 mg of 9,9-dimethyl-4,5-bis(diphenylphosphino)xanthene, 310 mg of palladium(II) acetate and 2.25 g of cesium carbonate are dissolved in 30 ml of 1,4-dioxane and stirred at 100° C. under an argon atmosphere for 24 hours. The reaction mixture is extracted with 50 ml of saturated sodium bicarbonate solution and 50 ml of saturated sodium chloride solution, and the combined aqueous phases are basified with 2N sodium hydroxide solution an... Starting materials: N#N (N2), C(=O)([O-])[O-].[K+].[K+] (K2CO3), CC1(OCCO1)C1=CN=C(S1)COS(=O)(=O)C (methanesulfonic acid 5-(2-methyl-[1,3]dioxolan-2-yl)-thiazol-2-ylmethyl ester), [N+](=O)([O-])C=1C=NNC1 (4-nitro-1H-pyrazole), [Br-] (bromide). Run in CC(=O)C (acetone), CC(=O)C (acetone), CC(OCC)=O (EA), O (Water). Conditions: time 8 hour. Product: CC1(OCCO1)C1=CN=C(S1)CN1N=CC(=C1)[N+](=O)[O-] (5-(2-Methyl-[1,3]dioxolan-2-yl)-2-(4-nitro-pyrazol-1-ylmethyl)-thiazole). As a reaction SMILES: N#N.[CH3:3][C:4]1([C:9]2[S:13][C:12]([CH2:14]OS(C)(=O)=O)=[N:11][CH:10]=2)[O:8][CH2:7][CH2:6][O:5]1.[N+:20]([C:23]1[CH:24]=[N:25][NH:26][CH:27]=1)([O-:22])=[O:21].C([O-])([O-])=O.[K+].[K+].[Br-]>CC(C)=O.CC(=O)OCC.O>[CH3:3][C:4]1([C:9]2[S:13][C:12]([CH2:14][N:25]3[CH:24]=[C:23]([N+:20]([O-:22])=[O:21])[CH:27]=[N:26]3)=[N:11][CH:10]=2)[O:5][CH2:6][CH2:7][O:8]1 |f:3.4.5|. Procedure: In a flame dried round-bottomed flask equipped with a magnetic stir bar and under inert atmosphere (N2), a solution of methanesulfonic acid 5-(2-methyl-[1,3]dioxolan-2-yl)-thiazol-2-ylmethyl ester (520 mg, 1.86 mmol) in acetone (15.0 mL) was added to a solution of 4-nitro-1H-pyrazole (221 mg, 1.96 mmol) in acetone (15.0 mL). K2CO3 (1.300 g, 9.31 mmol) followed by TBA bromide (120 mg, 0.37 mmol) were added and the reaction mixture was stirred at rt overnight. Water (10 mL) and EA (10 mL) were add... Reactants: C(C)(C)(C)OC(=O)NC=1SC=C(N1)/C(/C(=O)N[C@H]1[C@H](NC1=O)CN1N=CC(=N1)CO)=N/OC1(CC1)C(=O)OC(C1=CC=CC=C1)C1=CC=CC=C1 (benzhydryl 1-(((Z)-(1-(2-((tert-butoxycarbonyl)amino)thiazol-4-yl)-2-(((2R,3S)-2-((4-(hydroxymethyl)-2H-1,2,3-triazol-2-yl)methyl)-4-oxoazetidin-3-yl)amino)-2-oxoethylidene)amino)oxy)cyclopropanecarboxylate), CCN(C(C)C)C(C)C (DIPEA), CS(=O)(=O)Cl (MsCl). Run in C(Cl)Cl (DCM), C(Cl)Cl (DCM). Reaction conditions: time 1 hour. Product: C(C)(C)(C)OC(=O)NC=1SC=C(N1)/C(/C(=O)N[C@H]1[C@H](NC1=O)CN1N=CC(=N1)COS(=O)(=O)C)=N/OC1(CC1)C(=O)OC(C1=CC=CC=C1)C1=CC=CC=C1 (Benzhydryl 1-(((Z)-(1-(2-((tert-butoxycarbonyl)amino)thiazol-4-yl)-2-(((2R,3S)-2-((4-(((methylsulfonyl)oxy)methyl)-2H-1,2,3-triazol-2-yl)methyl)-4-oxoazetidin-3-yl)amino)-2-oxoethylidene)amino)oxy)cyclopropanecarboxylate). The yield is 95.6%. As a reaction SMILES: [C:1]([O:5][C:6]([NH:8][C:9]1[S:10][CH:11]=[C:12](/[C:14](=[N:31]/[O:32][C:33]2([C:36]([O:38][CH:39]([C:46]3[CH:51]=[CH:50][CH:49]=[CH:48][CH:47]=3)[C:40]3[CH:45]=[CH:44][CH:43]=[CH:42][CH:41]=3)=[O:37])[CH2:35][CH2:34]2)/[C:15]([NH:17][C@@H:18]2[C:21](=[O:22])[NH:20][C@@H:19]2[CH2:23][N:24]2[N:28]=[C:27]([CH2:29][OH:30])[CH:26]=[N:25]2)=[O:16])[N:13]=1)=[O:7])([CH3:4])([CH3:3])[CH3:2].CCN(C(C)C)C(C)C.[CH3:61][S:62](Cl)(=[O:64])=[O:63]>C(Cl)Cl>[C:1]([O:5][C:6]([NH:8][C:9]1[S:10][CH:11]=[C:12](/[C:14](=[N:31]/[O:32][C:33]2([C:36]([O:38][CH:39]([C:46]3[CH:51]=[CH:50][CH:49]=[CH:48][CH:47]=3)[C:40]3[CH:41]=[CH:42][CH:43]=[CH:44][CH:45]=3)=[O:37])[CH2:34][CH2:35]2)/[C:15]([NH:17][C@@H:18]2[C:21](=[O:22])[NH:20][C@@H:19]2[CH2:23][N:24]2[N:28]=[C:27]([CH2:29][O:30][S:62]([CH3:61])(=[O:64])=[O:63])[CH:26]=[N:25]2)=[O:16])[N:13]=1)=[O:7])([CH3:4])([CH3:2])[CH3:3]. Procedure: To a solution of benzhydryl 1-(((Z)-(1-(2-((tert-butoxycarbonyl)amino)thiazol-4-yl)-2-(((2R,3S)-2-((4-(hydroxymethyl)-2H-1,2,3-triazol-2-yl)methyl)-4-oxoazetidin-3-yl)amino)-2-oxoethylidene)amino)oxy)cyclopropanecarboxylate (178 mg, 0.25 mmol) and DIPEA (65 μL, 0.37 mmol) in DCM (2.5 mL) at 0° C. was added MsCl (25 μL, 0.32 mmol). After 1 h at 0° C., the reaction mixture was diluted with DCM (10 mL), washed with 0.2 N HCl and saturated NaHCO3 (aq). The organic layer was dried over Na2SO4, concen... Starting materials: C1COCCN1, CCc1ccc(Cc2cc3c(cc2Cl)COC32OC(COS(=O)(=O)c3ccc(C)cc3)C(O)C(O)C2O)cc1. Product: CCc1ccc(Cc2cc3c(cc2Cl)COC32OC(CN3CCOCC3)C(O)C(O)C2O)cc1. Reaction SMILES: [CH2:40]1[CH2:41][O:42][CH2:43][CH2:44][NH:45]1.[CH3:1][c:2]1[cH:3][cH:4][c:5]([S:6]([O:7][CH2:12][CH:13]2[CH:14]([OH:39])[CH:15]([OH:38])[CH:16]([OH:37])[C:17]3([O:18][CH2:19][c:20]4[cH:21][c:22]([Cl:35])[c:23]([CH2:26][c:27]5[cH:28][cH:29][c:30]([CH2:33][CH3:34])[cH:31][cH:32]5)[cH:24][c:25]43)[O:36]2)(=[O:8])=[O:9])[cH:10][cH:11]1>>[CH2:12]([CH:13]1[CH:14]([OH:39])[CH:15]([OH:38])[CH:16]([OH:37])[C:17]2([O:18][CH2:19][c:20]3[cH:21][c:22]([Cl:35])[c:23]([CH2:26][c:27]4[cH:28][cH:29][c:30]([CH2:33][CH3:34])[cH:31][cH:32]4)[cH:24][c:25]32)[O:36]1)[N:45]1[CH2:40][CH2:41][O:42][CH2:43][CH2:44]1. Starting materials: C1(=CC=CC=C1)C(CC1=CC=C(C=C1)SC)=NO (1-phenyl-2-[4-(methylthio)phenyl]-ethan-1-one oxime), C(C)(=O)OC(C)=O (acetic anhydride). Product: CC1=C(C(=NO1)C1=CC=CC=C1)C1=CC=C(C=C1)SC (5-Methyl-4-[4-(methylthio)phenyl]-3-phenylisoxazole). The yield is 48.0%. Reaction SMILES: [C:1]1([C:7](=[N:17][OH:18])[CH2:8][C:9]2[CH:14]=[CH:13][C:12]([S:15][CH3:16])=[CH:11][CH:10]=2)[CH:6]=[CH:5][CH:4]=[CH:3][CH:2]=1.[C:19](OC(=O)C)(=O)[CH3:20]>>[CH3:19][C:20]1[O:18][N:17]=[C:7]([C:1]2[CH:6]=[CH:5][CH:4]=[CH:3][CH:2]=2)[C:8]=1[C:9]1[CH:14]=[CH:13][C:12]([S:15][CH3:16])=[CH:11][CH:10]=1. Procedure details: 5-Methyl-4-[4-(methylthio)phenyl]-3-phenylisoxazole was prepared in 48% yield from the reaction of 1-phenyl-2-[4-(methylthio)phenyl]-ethan-1-one oxime (Step 2) and acetic anhydride according to the procedure outlined in Example 4, Step 1: Mass Spectrum: MH+=282. High resolution mass spectrum Calc'd. for C17H15NOS: 281.0874. Found: 281.0875. Anal. Calc'd.: C, 72.57; H, 5.37; N. 4.98; S, 11.39. Found: C, 72.56; H, 5.41; N, 5.00; S, 11.34. Reactants: COC(CC(S(=O)(=O)C1=CC=C(C=C1)C)C1=NC(=CC=C1[N+](=O)[O-])Br)=O (3-(6-Bromo-3-nitro-pyridin-2-yl)-3-(toluene-4-sulfonyl)-propionic acid methyl ester), C(=O)([O-])[O-].[Na+].[Na+] (Na2CO3), COC(=O)C=1C=NC=C(C1)B1OC(C)(C)C(C)(C)O1 (3-(methoxycarbonyl)pyridine-5-boronic acid pinacol ester), O (H2O). The reagents and catalysts are Cl[Pd]([P](C1=CC=CC=C1)(C2=CC=CC=C2)C3=CC=CC=C3)([P](C4=CC=CC=C4)(C5=CC=CC=C5)C6=CC=CC=C6)Cl (Pd(PPh3)2Cl2). Solvent: O1CCOCC1 (1,4-dioxane). Conditions: temperature 120 celsius. Yields the product COC(=O)C=1C=C(C=NC1)C1=NC(=C(C=C1)[N+](=O)[O-])C=CC(=O)OC (6-(2-methoxycarbonyl-vinyl)-5-nitro-[2,3′]bipyridinyl-5′-carboxylic acid methyl ester). Isolated yield 99.9%. RXN SMILES: [CH3:1][O:2][C:3](=[O:26])[CH2:4][CH:5]([C:16]1[C:21]([N+:22]([O-:24])=[O:23])=[CH:20][CH:19]=[C:18](Br)[N:17]=1)S(C1C=CC(C)=CC=1)(=O)=O.C([O-])([O-])=O.[Na+].[Na+].[CH3:33][O:34][C:35]([C:37]1[CH:38]=[N:39][CH:40]=[C:41](B2OC(C)(C)C(C)(C)O2)[CH:42]=1)=[O:36].O>O1CCOCC1.Cl[Pd](Cl)([P](C1C=CC=CC=1)(C1C=CC=CC=1)C1C=CC=CC=1)[P](C1C=CC=CC=1)(C1C=CC=CC=1)C1C=CC=CC=1>[CH3:33][O:34][C:35]([C:37]1[CH:42]=[C:41]([C:18]2[CH:19]=[CH:20][C:21]([N+:22]([O-:24])=[O:23])=[C:16]([CH:5]=[CH:4][C:3]([O:2][CH3:1])=[O:26])[N:17]=2)[CH:40]=[N:39][CH:38]=1)=[O:36] |f:1.2.3,^1:61,80|. Reported procedure: 3-(6-Bromo-3-nitro-pyridin-2-yl)-3-(toluene-4-sulfonyl)-propionic acid methyl ester (1.2 g, 2.7 mmol), Pd(PPh3)2Cl2 (190 mg, 0.27 mmol), Na2CO3 (572 mg, 5.4 mmol) and 3-(methoxycarbonyl)pyridine-5-boronic acid pinacol ester (926 mg, 3.5 mmol) were dissolved in 1,4-dioxane (4.0 mL) and the resulting reaction mixture was heated at 120° C. for 3 hours before it was poured into H2O (50 mL). After extraction with EtOAc, the organic layer was washed with brine, dried over anhy. Na2SO4, filtered and co... Reactants: [OH-].[Na+] (NaOH), CC=1C=NC(=NC1)C=1C=C(C(=O)OC)C=CC1 (methyl 3-(5-methylpyrimidin-2-yl)benzoate), [Cl-].[Ca+2].[Cl-] (calcium chloride), [BH4-].[Na+] (sodium borohydride). The solvent is ClCCl (dichloromethane), O (water), C1CCOC1 (THF), C1CCOC1 (THF). Run at time 1.5 hour. Yields the product CC=1C=NC(=NC1)C=1C=C(C=CC1)CO ([3-(5-methylpyrimidin-2-yl)phenyl]methanol). RXN SMILES: [Cl-].[Ca+2].[Cl-].[BH4-].[Na+].[CH3:6][C:7]1[CH:8]=[N:9][C:10]([C:13]2[CH:14]=[C:15]([CH:20]=[CH:21][CH:22]=2)[C:16](OC)=[O:17])=[N:11][CH:12]=1.[OH-].[Na+]>C1COCC1.ClCCl.O>[CH3:6][C:7]1[CH:12]=[N:11][C:10]([C:13]2[CH:14]=[C:15]([CH2:16][OH:17])[CH:20]=[CH:21][CH:22]=2)=[N:9][CH:8]=1 |f:0.1.2,3.4,6.7|. Procedure: 600 mg (5.41 mmol) of powdered calcium chloride are added to a suspension of 400 mg (10.6 mmol) of sodium borohydride in 20 ml of THF, and the mixture is stirred at room temperature for 1.5 hours. A solution of 751 mg (3.29 mmol) of methyl 3-(5-methylpyrimidin-2-yl)benzoate in 10 ml of THF is added dropwise to this suspension with stirring, and the mixture is stirred at room temperature for 18 hours. 10 ml of 1 N NaOH, water and dichloromethane are added to the reaction mixture, which is then fi...